Task: describe an organic reaction: reactants, conditions, products, and yield. Dataset: the Open Reaction Database (ORD), a public repository of structured organic reaction records The reactants are NCC(O)C1=CC(=CC=C1)Cl (2-amino-1-(3-chlorophenyl)ethanol), [BH4-].[Na+] (sodium borohydride), O=C(COC1=CC=C(C(=O)OC)C=C1)C (methyl 4-(2-oxopropoxy)benzoate), C1=CC=CC=C1 (benzene). Run in CO (methanol). The product is COC(=O)C1=CC=C(OCC(C)NCC(O)C2=CC(=CC=C2)Cl)C=C1 (2-[2-(4-Methoxycarbonylphenoxy)-1-methylethyl]amino-1-(3-chlorophenyl)ethanol). RXN SMILES: [NH2:1][CH2:2][CH:3]([C:5]1[CH:10]=[CH:9][CH:8]=[C:7]([Cl:11])[CH:6]=1)[OH:4].O=[C:13]([CH3:26])[CH2:14][O:15][C:16]1[CH:25]=[CH:24][C:19]([C:20]([O:22][CH3:23])=[O:21])=[CH:18][CH:17]=1.C1C=CC=CC=1.[BH4-].[Na+]>CO>[CH3:23][O:22][C:20]([C:19]1[CH:24]=[CH:25][C:16]([O:15][CH2:14][CH:13]([NH:1][CH2:2][CH:3]([C:5]2[CH:10]=[CH:9][CH:8]=[C:7]([Cl:11])[CH:6]=2)[OH:4])[CH3:26])=[CH:17][CH:18]=1)=[O:21] |f:3.4|. Reported procedure: A procedure similar to that described in Example 12 was repeated, except that 3.43 g of 2-amino-1-(3-chlorophenyl)ethanol (prepared as described in Preparation 8), 4.5 g of methyl 4-(2-oxopropoxy)benzoate (prepared as described in European Patent Publication No. 6735), 100 ml of benzene, 100 ml of absolute methanol and 2.7 g of sodium borohydride were used, to give the title compound as crystals, melting at 99°-101° C. Reactants: N[C@@H](CC1=CN(C=N1)C(C1=CC=CC=C1)(C1=CC=CC=C1)C1=CC=CC=C1)C(=O)OC(C)(C)C (His(Trt)-OtBu), Cl (hydrochloride), C=1C=CC2=C(C1)N=NN2O (HOBt), N(CC(=O)O)C(=O)CCCCCCCCCCCCCCC (N-palmitoyl-Gly). The solvent is C(C)(=O)OCC (ethyl acetate), O (Water), O (H2O). The product is N(CC(=O)N[C@@H](CC1=CN(C=N1)C(C1=CC=CC=C1)(C1=CC=CC=C1)C1=CC=CC=C1)C(=O)OC(C)(C)C)C(=O)CCCCCCCCCCCCCCC (N-Palmitoyl-Gly-His(Trt)-OtBu). Isolated yield 117.6%. RXN SMILES: [NH2:1][C@H:2]([C:28]([O:30][C:31]([CH3:34])([CH3:33])[CH3:32])=[O:29])[CH2:3][C:4]1[N:8]=[CH:7][N:6]([C:9]([C:22]2[CH:27]=[CH:26][CH:25]=[CH:24][CH:23]=2)([C:16]2[CH:21]=[CH:20][CH:19]=[CH:18][CH:17]=2)[C:10]2[CH:15]=[CH:14][CH:13]=[CH:12][CH:11]=2)[CH:5]=1.C1C=CC2N(O)N=NC=2C=1.[NH:45]([C:50]([CH2:52][CH2:53][CH2:54][CH2:55][CH2:56][CH2:57][CH2:58][CH2:59][CH2:60][CH2:61][CH2:62][CH2:63][CH2:64][CH2:65][CH3:66])=[O:51])[CH2:46][C:47](O)=[O:48].Cl>C(OCC)(=O)C.O>[NH:45]([C:50]([CH2:52][CH2:53][CH2:54][CH2:55][CH2:56][CH2:57][CH2:58][CH2:59][CH2:60][CH2:61][CH2:62][CH2:63][CH2:64][CH2:65][CH3:66])=[O:51])[CH2:46][C:47]([NH:1][C@H:2]([C:28]([O:30][C:31]([CH3:34])([CH3:33])[CH3:32])=[O:29])[CH2:3][C:4]1[N:8]=[CH:7][N:6]([C:9]([C:16]2[CH:17]=[CH:18][CH:19]=[CH:20][CH:21]=2)([C:10]2[CH:11]=[CH:12][CH:13]=[CH:14][CH:15]=2)[C:22]2[CH:27]=[CH:26][CH:25]=[CH:24][CH:23]=2)[CH:5]=1)=[O:48]. Reported procedure: His(Trt)-OtBu (15.0 g, 33.1 mmol) and HOBt.H2O (5.13 g, 33.5 mmol) were added to N-palmitoyl-Gly (10.0 g, 31.9 mmol), and the whole was stirred while cooled with ice. Then, WSCD hydrochloride (6.42 g, 33.5 mmol) was added, and the whole was stirred while cooled with ice for 30 minutes and further stirred at room temperature for 18 hours. Water (500 ml) and ethyl acetate (400 ml) were added, and then, the aqueous phase was extracted with ethyl acetate (200 ml). The combined organic phase was succ... The reactants are C(C)(=O)NC1(CCN(CC1)CCC(CN)C1=CC(=C(C=C1)Cl)Cl)C1=CC=CC=C1 (4-(4-acetamido-4-phenylpiperidino)-2-(3,4-dichlorophenyl)butylamine), FC(C=1C=C(C=O)C=C(C1)C(F)(F)F)(F)F (3,5-bis(trifluoromethyl)benzaldehyde), C(C)(=O)O (acetic acid), C(#N)[BH3-].[Na+] (sodium cyanoborohydride). Run in CO (methanol), CO (methanol), ClCCl (dichloromethane), O (water), Cl (hydrochloric acid). Reaction conditions: temperature 0 celsius. Product: hydrate, C(C)(=O)NC1(CCN(CC1)C(CC(CN)C1=CC(=C(C=C1)Cl)Cl)CC1=CC(=CC(=C1)C(F)(F)F)C(F)(F)F)C1=CC=CC=C1 (4-(4-Acetamido-4-phenylpiperidino)-2-(3,4-dichlorophenyl)-N-[3,5-bis(trifluoromethyl)benzyl]butylamine). As a reaction SMILES: [C:1]([NH:4][C:5]1([C:24]2[CH:29]=[CH:28][CH:27]=[CH:26][CH:25]=2)[CH2:10][CH2:9][N:8]([CH2:11][CH2:12][CH:13]([C:16]2[CH:21]=[CH:20][C:19]([Cl:22])=[C:18]([Cl:23])[CH:17]=2)[CH2:14][NH2:15])[CH2:7][CH2:6]1)(=[O:3])[CH3:2].[F:30][C:31]([F:45])([F:44])[C:32]1[CH:33]=[C:34]([CH:37]=[C:38]([C:40]([F:43])([F:42])[F:41])[CH:39]=1)[CH:35]=O.C(O)(=O)C.C([BH3-])#N.[Na+]>CO.ClCCl.O.Cl>[C:1]([NH:4][C:5]1([C:24]2[CH:29]=[CH:28][CH:27]=[CH:26][CH:25]=2)[CH2:10][CH2:9][N:8]([CH:11]([CH2:35][C:34]2[CH:37]=[C:38]([C:40]([F:42])([F:43])[F:41])[CH:39]=[C:32]([C:31]([F:30])([F:44])[F:45])[CH:33]=2)[CH2:12][CH:13]([C:16]2[CH:21]=[CH:20][C:19]([Cl:22])=[C:18]([Cl:23])[CH:17]=2)[CH2:14][NH2:15])[CH2:7][CH2:6]1)(=[O:3])[CH3:2] |f:3.4|. Procedure details: To a solution of 4-(4-acetamido-4-phenylpiperidino)-2-(3,4-dichlorophenyl)butylamine (0.30 g) in methanol (3 mL) was added 3,5-bis(trifluoromethyl)benzaldehyde (0.088 mL) and the mixture cooled to 0° C. To this stirred mixture was sequentially added acetic acid (0.046 mL) and a solution of sodium cyanoborohydride (0.50 g) in methanol (1 mL). The mixture was allowed to slowly warm to room temperature overnight and was diluted with dichloromethane (5 mL), water (5 mL), and hydrochloric acid (1N, 5...